describe an organic reaction: reactants, conditions, products, and yield From a dataset of the Open Reaction Database (ORD), a public repository of structured organic reaction records. Reactants: COC1=C(OCCCCCCCCOC=2C=C(CO)C=C(C2)OCCCCCCCCOC2=C(C=C(C=C2)\C=C\C(OC)=O)OC)C=CC(=C1)\C=C\C(=O)OC (3,5-bis[(8-{2-methoxy-4-[(1E)-3-methoxy-3-oxo-1-propenyl]phenoxy}octyl)oxy]benzyl alcohol), BrC(Br)(Br)Br (tetrabromomethane), C1(=CC=CC=C1)P(C1=CC=CC=C1)C1=CC=CC=C1 (triphenylphosphine). Solvent: ClCCl (dichloromethane), ClCCl (dichloromethane). Reaction conditions: temperature 0 celsius, time 1 hour. Product: COC1=C(OCCCCCCCCOC=2C=C(CBr)C=C(C2)OCCCCCCCCOC2=C(C=C(C=C2)\C=C\C(OC)=O)OC)C=CC(=C1)\C=C\C(=O)OC (3,5-bis[(8-{2-methoxy-4-[(1E)-3-methoxy-3-oxo-1-propenyl]phenoxy}octyl)oxy]benzyl bromide). The yield is 75.0%. As a reaction SMILES: [CH3:1][O:2][C:3]1[CH:50]=[C:49](/[CH:51]=[CH:52]/[C:53]([O:55][CH3:56])=[O:54])[CH:48]=[CH:47][C:4]=1[O:5][CH2:6][CH2:7][CH2:8][CH2:9][CH2:10][CH2:11][CH2:12][CH2:13][O:14][C:15]1[CH:16]=[C:17]([CH:20]=[C:21]([O:23][CH2:24][CH2:25][CH2:26][CH2:27][CH2:28][CH2:29][CH2:30][CH2:31][O:32][C:33]2[CH:38]=[CH:37][C:36](/[CH:39]=[CH:40]/[C:41](=[O:44])[O:42][CH3:43])=[CH:35][C:34]=2[O:45][CH3:46])[CH:22]=1)[CH2:18]O.[Br:57]C(Br)(Br)Br.C1(P(C2C=CC=CC=2)C2C=CC=CC=2)C=CC=CC=1>ClCCl>[CH3:1][O:2][C:3]1[CH:50]=[C:49](/[CH:51]=[CH:52]/[C:53]([O:55][CH3:56])=[O:54])[CH:48]=[CH:47][C:4]=1[O:5][CH2:6][CH2:7][CH2:8][CH2:9][CH2:10][CH2:11][CH2:12][CH2:13][O:14][C:15]1[CH:16]=[C:17]([CH:20]=[C:21]([O:23][CH2:24][CH2:25][CH2:26][CH2:27][CH2:28][CH2:29][CH2:30][CH2:31][O:32][C:33]2[CH:38]=[CH:37][C:36](/[CH:39]=[CH:40]/[C:41](=[O:44])[O:42][CH3:43])=[CH:35][C:34]=2[O:45][CH3:46])[CH:22]=1)[CH2:18][Br:57]. Procedure details: 2.39 g (3.08 mmol) of 3,5-bis[(8-{2-methoxy-4-[(1E)-3-methoxy-3-oxo-1-propenyl]phenoxy}octyl)oxy]benzyl alcohol, 1,14 g (3.42 mmol) tetrabromomethane were dissolved in 25 ml dichloromethane. The solution was subsequently cooled to 0° C. and a solution of 0.86 g (3.29 mmol) triphenylphosphine in 20 ml dichloromethane was added dropwise thereto over a period of 1 hour. The mixture was subsequently allowed to react for 20 h at 25° C. and reduced in volume by evaporation. Chromatography of the resid... Starting materials: solution, [H-].[Na+] (NaH), Cl.ClCC=1C=C(OCC2=NC3=CC=CC=C3C=C2)C=CC1 (2-(3-chloromethylphenoxymethyl)quinoline hydrochloride), O (water), COCCO (2-methoxyethanol). Solvent: C1CCOC1 (THF). Reaction conditions: temperature 70 celsius. Yields the product COCCOCC=1C=C(OCC2=NC3=CC=CC=C3C=C2)C=CC1 (2-(3-(2-Methoxyethoxymethyl)phenoxymethyl)quinoline). RXN SMILES: [CH3:1][O:2][CH2:3][CH2:4][OH:5].[H-].[Na+].Cl.Cl[CH2:10][C:11]1[CH:12]=[C:13]([CH:26]=[CH:27][CH:28]=1)[O:14][CH2:15][C:16]1[CH:25]=[CH:24][C:23]2[C:18](=[CH:19][CH:20]=[CH:21][CH:22]=2)[N:17]=1.O>C1COCC1>[CH3:1][O:2][CH2:3][CH2:4][O:5][CH2:10][C:11]1[CH:12]=[C:13]([CH:26]=[CH:27][CH:28]=1)[O:14][CH2:15][C:16]1[CH:25]=[CH:24][C:23]2[C:18](=[CH:19][CH:20]=[CH:21][CH:22]=2)[N:17]=1 |f:1.2,3.4|. Reported procedure: 1.1 g (0.015 mol) of 2-methoxyethanol was dissolved in 50 ml THF. To this solution 1.5 g (0.03 mol, 50% oil dispersion) NaH, (0.015 mol) 2-(3-chloromethylphenoxymethyl)quinoline hydrochloride, was added slowly. After the addition was completed, the mixture was heated at 70° C. bath temperature for overnight. The reaction mixture was poured into water and extracted with ether. The ether extract was washed with water, dried and concentrated to dryness under reduced pressure. The residue was passed... Starting materials: CC(C)(C)c1cc(C(=O)O)c(NC(=O)C23CC4CC(CC2C4)C3)s1, Cl, C1CNC1. Product: CC(C)(C)c1cc(C(=O)N2CCC2)c(NC(=O)C23CC4CC(CC2C4)C3)s1. As a reaction SMILES: [C:1]([CH3:2])([CH3:3])([CH3:4])[c:5]1[cH:6][c:7]([C:22](=[O:23])[OH:24])[c:8]([NH:10][C:11](=[O:12])[C:13]23[CH2:14][CH:15]4[CH2:16][CH:17]2[CH2:18][CH:19]([CH2:20]3)[CH2:21]4)[s:9]1.[ClH:25].[NH:26]1[CH2:27][CH2:28][CH2:29]1>>[C:1]([CH3:2])([CH3:3])([CH3:4])[c:5]1[cH:6][c:7]([C:22](=[O:24])[N:26]2[CH2:27][CH2:28][CH2:29]2)[c:8]([NH:10][C:11](=[O:12])[C:13]23[CH2:14][CH:15]4[CH2:16][CH:17]2[CH2:18][CH:19]([CH2:20]3)[CH2:21]4)[s:9]1. The reactants are Cl (hydrochloric acid), [OH-].[K+] (KOH), O (water), C(C)OC(C(C)(C)OC1=CC(=CC=C1)F)=O (ethyl-2-(3-fluorophenoxy)-2-methylpropanoate). Solvent: C(C)O (ethanol). Run at temperature 40 celsius, time 2 hour. Yields the product FC=1C=C(OC(C(=O)O)(C)C)C=CC1 (2-(3-fluorophenoxy)-2-methylpropanoic acid). Isolated yield 60.8%. As a reaction SMILES: [OH-].[K+].O.C([O:6][C:7](=[O:19])[C:8]([O:11][C:12]1[CH:17]=[CH:16][CH:15]=[C:14]([F:18])[CH:13]=1)([CH3:10])[CH3:9])C.Cl>C(O)C>[F:18][C:14]1[CH:13]=[C:12]([CH:17]=[CH:16][CH:15]=1)[O:11][C:8]([CH3:10])([CH3:9])[C:7]([OH:19])=[O:6] |f:0.1|. Procedure details: To a solution of KOH (2.38 g, 42.4 mmol) in mixed solvents of water (50 mL) and ethanol (70 mL) was added ethyl-2-(3-fluorophenoxy)-2-methylpropanoate (3.20 g, 14.1 mmol) in one portion and the mixture was stirred at 40° C. for 2 h. The mixture was cooled to 0° C., acidified to pH 3 with concentrated hydrochloric acid and extracted with DCM (20 mL×2). The combined organic layers were washed with brine (20 mL×2), dried over anhydrous Na2SO4 and concentrated in vacuo to give the title compound as ... Reactants: NC(CCCC(=O)OC)C1=C(C=NC=C1OC)OC (methyl 5-amino-5-(3,5-dimethoxypyridin-4-yl)pentanoate), S1C(=NC=C1)C=1C=C(C=O)C=CC1 (3-(thiazol-2-yl)benzaldehyde). Product: COC=1C=NC=C(C1C1CCCC(N1CC1=CC(=CC=C1)C=1SC=CN1)=O)OC (6-(3,5-dimethoxypyridin-4-yl)-1-(3-(thiazol-2-yl)benzyl)piperidin-2-one). As a reaction SMILES: [NH2:1][CH:2]([C:10]1[C:15]([O:16][CH3:17])=[CH:14][N:13]=[CH:12][C:11]=1[O:18][CH3:19])[CH2:3][CH2:4][CH2:5][C:6]([O:8]C)=O.[S:20]1[CH:24]=[CH:23][N:22]=[C:21]1[C:25]1[CH:26]=[C:27]([CH:30]=[CH:31][CH:32]=1)[CH:28]=O>>[CH3:19][O:18][C:11]1[CH:12]=[N:13][CH:14]=[C:15]([O:16][CH3:17])[C:10]=1[CH:2]1[N:1]([CH2:28][C:27]2[CH:30]=[CH:31][CH:32]=[C:25]([C:21]3[S:20][CH:24]=[CH:23][N:22]=3)[CH:26]=2)[C:6](=[O:8])[CH2:5][CH2:4][CH2:3]1. Procedure details: Prepared according to the described general procedure 1 (GP1) by reaction of methyl 5-amino-5-(3,5-dimethoxypyridin-4-yl)pentanoate with commercially available 3-(thiazol-2-yl)benzaldehyde. Subsequent purification by preparative HPLC afforded the target compound. LC-MS (conditions A): tR=0.52 min.; [M+H]+: 409.72 g/mol. Starting materials: COC(CCC=1C(N(CCC1)C)=O)=O (3-(1-methyl-2-oxo-1,2,5,6-tetrahydro-pyridin-3-yl)-propionic acid methyl ester), C(C)(=O)O (acetic acid), CO (methanol), NO[K] (NH2OK), CO (methanol). The solvent is C(C)(=O)OCC (ethyl acetate). Reaction conditions: temperature 0 celsius, time 3 hour. Product: ONC(CCC=1C(N(CCC1)C)=O)=O (N-hydroxy-3-(1-methyl-2-oxo-1,2,5,6-tetrahydro-pyridin-3-yl)-propionamide). The yield is 35.0%. Reaction SMILES: C[O:2][C:3](=O)[CH2:4][CH2:5][C:6]1[C:7](=[O:13])[N:8]([CH3:12])[CH2:9][CH2:10][CH:11]=1.CO.[NH2:17][O:18][K].C(O)(=O)C>C(OCC)(=O)C>[OH:18][NH:17][C:3](=[O:2])[CH2:4][CH2:5][C:6]1[C:7](=[O:13])[N:8]([CH3:12])[CH2:9][CH2:10][CH:11]=1. Procedure details: 50 mg of 3-(1-methyl-2-oxo-1,2,5,6-tetrahydro-pyridin-3-yl)-propionic acid methyl ester prepared from the above Step 1 was dissolved in methanol (0.25 mmol) and then 0.12 ml of 1.7M NH2OK suspension solution in methanol (0.21 mmol) was added thereto at 0° C. and the resulting mixture was stirred for 3 hrs at room temperature. The resulting mixture was neutralized with 0.02 ml of acetic acid, diluted with 10 ml of ethyl acetate, filtered and concentrated in vacuo. The resulting compound was purif... Reactants: C1(=CC=CC=C1)CCC1=CSC2=C1C=CC(=C2)OCC=C (3-(2-Phenylethyl)-6-allyloxy-benzothiophene), ClC1=C(C=CC=C1)Cl (1,2-dichlorobenzene). Reaction conditions: temperature 50 celsius. The product is C1(=CC=CC=C1)CCC1=CSC2=C1C=CC(=C2CC=C)O (3-(2-Phenylethyl)-6-hydroxy-7-allyl-benzothiophene). Reaction SMILES: [C:1]1([CH2:7][CH2:8][C:9]2[C:13]3[CH:14]=[CH:15][C:16]([O:18]CC=C)=[CH:17][C:12]=3[S:11][CH:10]=2)[CH:6]=[CH:5][CH:4]=[CH:3][CH:2]=1.Cl[C:23]1[CH:28]=CC=C[C:24]=1Cl>>[C:1]1([CH2:7][CH2:8][C:9]2[C:13]3[CH:14]=[CH:15][C:16]([OH:18])=[C:17]([CH2:28][CH:23]=[CH2:24])[C:12]=3[S:11][CH:10]=2)[CH:2]=[CH:3][CH:4]=[CH:5][CH:6]=1. Procedure details: The product from Step F (4.373 grams), dissolved in 1,2-dichlorobenzene (45 mL) was refluxed under nitrogen for 8.5 hours. The solution was cooled to approx. 50° C. High vacuum was applied and the solvent removed until the residue solidified. The solid was dissolved in CH2Cl2 (100 mL), recovered, re-evaporated and chromatographed over silica gel (CH2Cl2). Evaporation of the appropriate fractions gave the title compound as a pale yellow solid.